This data is from the Open Reaction Database (ORD), a public repository of structured organic reaction records. The task is: describe an organic reaction: reactants, conditions, products, and yield The reactants are S1C(=NC2=C1C=CC=C2)N(C(=O)C=2C=CC=C1CCN(CC21)C=2SC(=C(N2)C(=O)OCC)C2=CC=C(C=C2)CO)COCC[Si](C)(C)C (ethyl 2-(8-(benzo[d]thiazol-2-yl((2-(trimethylsilyl)ethoxy)methyl)carbamoyl)-3,4-dihydroisoquinolin-2(1H)-yl)-5-(4-(hydroxymethyl)phenyl)thiazole-4-carboxylate), CC1(OB(OC1(C)C)C1=CC=C(C=C1)O)C (4-(4,4,5,5-tetramethyl-1,3,2-dioxaborolan-2-yl)phenol), OCC1=CC=C(C=C1)B(O)O (4-(hydroxymethyl)phenylboronic acid), BrC1=CSC2=C1N=CN=C2Cl (7-bromo-4-chlorothieno[3,2-d]pyrimidine). The product is BrC1=CSC2=C1N=CN=C2C2=CC=C(C=C2)O (4-(7-bromothieno[3,2-d]pyrimidin-4-yl)phenol). RXN SMILES: S1C2C=CC=CC=2N=C1N(COCC[Si](C)(C)C)C(C1C=CC=C2C=1CN(C1SC(C3C=CC(CO)=CC=3)=C(C(OCC)=O)N=1)CC2)=O.OCC1C=CC(B(O)O)=CC=1.[Br:60][C:61]1[C:65]2[N:66]=[CH:67][N:68]=[C:69](Cl)[C:64]=2[S:63][CH:62]=1.CC1(C)C(C)(C)OB([C:79]2[CH:84]=[CH:83][C:82]([OH:85])=[CH:81][CH:80]=2)O1>>[Br:60][C:61]1[C:65]2[N:66]=[CH:67][N:68]=[C:69]([C:79]3[CH:84]=[CH:83][C:82]([OH:85])=[CH:81][CH:80]=3)[C:64]=2[S:63][CH:62]=1. Reported procedure: The title compound was prepared using similar conditions as described for the synthesis of compound 34D by substituting compound 34C and 4-(hydroxymethyl)phenylboronic acid with compound 65A and 4-(4,4,5,5-tetramethyl-1,3,2-dioxaborolan-2-yl)phenol, respectively: 1H NMR (DMSO-d6): δ 9.27 (s, 1H), 8.73 (s, 1H), 8.08-8.10 (m, 2H), 7.01-7.03 (m, 2H); ESI (−)/MS: 308 (M−H)−. Starting materials: C([O-])([O-])=O.[Na+].[Na+] (sodium carbonate), ClC(C(=O)Cl)CC (2-chlorobutyryl chloride), O (H2O), ClC1=CC(=CC=C1)C(=O)OO (m-chloroperbenzoic acid). The solvent is C(Cl)(Cl)Cl (chloroform). Reaction conditions: temperature -2 celsius. Yields the product ClC=1C=C(C(=O)OOC(C(CC)Cl)=O)C=CC1 (2-Chlorobutyryl m-chlorobenzoyl peroxide). The yield is 97.7%. Reaction SMILES: C(=O)([O-])[O-].[Na+].[Na+].O.[Cl:8][C:9]1[CH:14]=[CH:13][CH:12]=[C:11]([C:15]([O:17][OH:18])=[O:16])[CH:10]=1.[Cl:19][CH:20]([CH2:24][CH3:25])[C:21](Cl)=[O:22]>C(Cl)(Cl)Cl>[Cl:8][C:9]1[CH:10]=[C:11]([CH:12]=[CH:13][CH:14]=1)[C:15]([O:17][O:18][C:21](=[O:22])[CH:20]([Cl:19])[CH2:24][CH3:25])=[O:16] |f:0.1.2|. Procedure details: To 6.4 g. (0.06 moles) anhydrous sodium carbonate in 60 cc. H2O was added 10.2 g. (0.05 moles) of m-chloroperbenzoic acid of 84.35% purity. The stirred mixture was chilled to -2° C. and 8.5 g. (0.06 moles) 2-chlorobutyryl chloride in 30 cc. chloroform was added over 17 minutes. After a total reaction time of 60 minutes, the reaction was worked up as in Example I and gave 15.2 g. product. Product A.O. analysis: theory, 5.77; found, 5.15; 89.30% pure; 97.7% yield. Starting materials: OC=1C(=C(C(=O)O)C=CC1)CCC (3-hydroxy-2-propyl-benzoic acid), CO (MeOH), S(=O)(Cl)Cl (thionyl chloride). Run at time 35 hour. Product: OC=1C(=C(C(=O)OC)C=CC1)CCC (Methyl 3-hydroxy-2-propyl-benzoate). Isolated yield 87.0%. RXN SMILES: [OH:1][C:2]1[C:3]([CH2:11][CH2:12][CH3:13])=[C:4]([CH:8]=[CH:9][CH:10]=1)[C:5]([OH:7])=[O:6].S(Cl)(Cl)=O.[CH3:18]O>>[OH:1][C:2]1[C:3]([CH2:11][CH2:12][CH3:13])=[C:4]([CH:8]=[CH:9][CH:10]=1)[C:5]([O:7][CH3:18])=[O:6]. Procedure details: Cool a solution of 3-hydroxy-2-propyl-benzoic acid (59.79 g, 332 mmol) in MeOH (598 mL) to −10° C. and add thionyl chloride (36.26 mL, 497.1 mmol) using a syringe pump over 35 min. Allow the mixture to warm to ambient temperature while stirring over 35 h. Concentrate the mixture in vacuo and dilute the residue with methyl-tert-butylether (360 mL). Concentrate the resultant mixture in vacuo to dryness to yield the title compound (64.4 g, 87%) as a tan solid. 1H NMR (300 MHz, CDCl3) δ 7.38 (dd, J=... Starting materials: FC(OC1=CC=C(CNC(=O)[C@@H]2N(CCNC2)S(=O)(=O)C2=CC=C(C=C2)OC(F)(F)F)C=C1)(F)F ((R)-1-(4-trifluoromethoxy-benzenesulfonyl)-piperazine-2-carboxylic acid 4-trifluoromethoxy-benzylamide), ClC=1SC2=C(N=C(N=C2Cl)C2CC2)N1 (2,7-dichloro-5-cyclopropyl-thiazolo[4,5-d]pyrimidine), C(C)(C)N(C(C)C)CC (N,N-diisopropylethylamine). The solvent is C(Cl)(Cl)Cl (chloroform). Run at time 30 minute. Yields the product FC(OC1=CC=C(CNC(=O)[C@@H]2N(CCN(C2)C=2SC3=C(N=C(N=C3Cl)C3CC3)N2)S(=O)(=O)C2=CC=C(C=C2)OC(F)(F)F)C=C1)(F)F ((R)-4-(7-chloro-5-cyclopropyl-thiazolo[4,5-d]pyrimidin-2-yl)-1-(4-trifluoromethoxy-benzenesulfonyl)-piperazine-2-carboxylic acid 4-trifluoromethoxy-benzylamide). Isolated yield 99.0%. As a reaction SMILES: [F:1][C:2]([F:35])([F:34])[O:3][C:4]1[CH:33]=[CH:32][C:7]([CH2:8][NH:9][C:10]([C@H:12]2[CH2:17][NH:16][CH2:15][CH2:14][N:13]2[S:18]([C:21]2[CH:26]=[CH:25][C:24]([O:27][C:28]([F:31])([F:30])[F:29])=[CH:23][CH:22]=2)(=[O:20])=[O:19])=[O:11])=[CH:6][CH:5]=1.Cl[C:37]1[S:38][C:39]2[C:44]([Cl:45])=[N:43][C:42]([CH:46]3[CH2:48][CH2:47]3)=[N:41][C:40]=2[N:49]=1.C(N(CC)C(C)C)(C)C>C(Cl)(Cl)Cl>[F:35][C:2]([F:1])([F:34])[O:3][C:4]1[CH:5]=[CH:6][C:7]([CH2:8][NH:9][C:10]([C@H:12]2[CH2:17][N:16]([C:37]3[S:38][C:39]4[C:44]([Cl:45])=[N:43][C:42]([CH:46]5[CH2:47][CH2:48]5)=[N:41][C:40]=4[N:49]=3)[CH2:15][CH2:14][N:13]2[S:18]([C:21]2[CH:26]=[CH:25][C:24]([O:27][C:28]([F:29])([F:30])[F:31])=[CH:23][CH:22]=2)(=[O:19])=[O:20])=[O:11])=[CH:32][CH:33]=1. Procedure: To a mixed solution of the compound (0.94 g) obtained in Example 783, the compound (0.48 g) obtained in Step 5 and chloroform (2.8 ml) was added N,N-diisopropylethylamine (0.30 ml) at room temperature. The mixture was stirred at room temperature for 30 min, and concentrated under reduced pressure. The residue was purified by silica gel column chromatography (ethyl acetate:chloroform=1:2) to give the title compound (1.3 g). Starting materials: ClC(=O)OCC (Ethyl chloroformate), COC=1C=C2C(=CNC2=CC1)CC=1CN(CCC1)CC1=CC=CC=C1 (5-methoxy-3-(N-benzyl-1,2,5,6-tetrahydro-pyridin-3-ylmethyl)-1H-indole). The solvent is C1(=CC=CC=C1)C (toluene). Conditions: temperature 75 celsius. Yields the product COC=1C=C2C(=CNC2=CC1)CC=1CN(CCC1)C(=O)OCC (5-Methoxy-3-(N-ethoxycarbonyl-1,2,5,6-tetrahydro-pyridin-3-ylmethyl)-1H-indole). As a reaction SMILES: Cl[C:2]([O:4][CH2:5][CH3:6])=[O:3].[CH3:7][O:8][C:9]1[CH:10]=[C:11]2[C:15](=[CH:16][CH:17]=1)[NH:14][CH:13]=[C:12]2[CH2:18][C:19]1[CH2:20][N:21](CC2C=CC=CC=2)[CH2:22][CH2:23][CH:24]=1>C1(C)C=CC=CC=1>[CH3:7][O:8][C:9]1[CH:10]=[C:11]2[C:15](=[CH:16][CH:17]=1)[NH:14][CH:13]=[C:12]2[CH2:18][C:19]1[CH2:20][N:21]([C:2]([O:4][CH2:5][CH3:6])=[O:3])[CH2:22][CH2:23][CH:24]=1. Reported procedure: Ethyl chloroformate (5.74 ml; 0.060 mol) was added to a mixture of 5-methoxy-3-(N-benzyl-1,2,5,6-tetrahydro-pyridin-3-ylmethyl)-1H-indole (4 g; 0.012 mol) in toluene (430 ml). The reaction mixture was heated at 75° C. for 3 hours. The reaction mixture was then cooled and the desired compound was obtained after evaporation of the solvent. The compound was used as such without further purifiction. Reactants: CCOC(C)=O, OC(c1ncc(-c2cccc(Nc3nccc(C(F)(F)F)n3)c2)s1)C1CC1, ClCCl. The product is O=C(c1ncc(-c2cccc(Nc3nccc(C(F)(F)F)n3)c2)s1)C1CC1. RXN SMILES: [CH3:31][CH2:32][O:33][C:34](=[O:35])[CH3:36].[CH:1]1([CH:4]([OH:5])[c:6]2[s:7][c:8](-[c:11]3[cH:12][c:13]([NH:17][c:18]4[n:19][cH:20][cH:21][c:22]([C:24]([F:25])([F:26])[F:27])[n:23]4)[cH:14][cH:15][cH:16]3)[cH:9][n:10]2)[CH2:2][CH2:3]1.[Cl:28][CH2:29][Cl:30]>>[CH:1]1([C:4](=[O:5])[c:6]2[s:7][c:8](-[c:11]3[cH:12][c:13]([NH:17][c:18]4[n:19][cH:20][cH:21][c:22]([C:24]([F:25])([F:26])[F:27])[n:23]4)[cH:14][cH:15][cH:16]3)[cH:9][n:10]2)[CH2:2][CH2:3]1. The reactants are CN(C)C=O, CCN(C(C)C)C(C)C, Cl, Cl, O=[N+]([O-])c1ccccc1F, c1ccc(CN2CCNNCC2)cc1. Product: O=[N+]([O-])c1ccccc1N1CCN(Cc2ccccc2)CCN1. Reaction SMILES: [CH3:36][N:37]([CH3:38])[CH:39]=[O:40].[CH:27]([N:28]([CH2:29][CH3:30])[CH:31]([CH3:32])[CH3:33])([CH3:34])[CH3:35].[ClH:1].[ClH:2].[F:17][c:18]1[c:19]([N+:24](=[O:25])[O-:26])[cH:20][cH:21][cH:22][cH:23]1.[c:3]1([CH2:9][N:10]2[CH2:11][CH2:12][NH:13][NH:14][CH2:15][CH2:16]2)[cH:4][cH:5][cH:6][cH:7][cH:8]1>>[c:3]1([CH2:9][N:10]2[CH2:11][CH2:12][NH:13][N:14]([c:18]3[c:19]([N+:24](=[O:25])[O-:26])[cH:20][cH:21][cH:22][cH:23]3)[CH2:15][CH2:16]2)[cH:4][cH:5][cH:6][cH:7][cH:8]1. The reactants are [K+], [OH-], O, O=C(O)c1ccccc1. Yields the product [K+], O=C([O-])c1ccccc1. RXN SMILES: [K+:11].[OH-:10].[OH2:12].[OH:1][C:2](=[O:3])[c:4]1[cH:5][cH:6][cH:7][cH:8][cH:9]1>>[K+:11].[O:1]=[C:2]([O-:3])[c:4]1[cH:5][cH:6][cH:7][cH:8][cH:9]1. Starting materials: CC(C)(C)c1cc(C(=O)Nc2cccc(OCc3cncc(Br)c3)c2)ccc1O[Si](C)(C)C(C)(C)C, C1CCOC1, CCCC[N+](CCCC)(CCCC)CCCC, [F-]. Yields the product CC(C)(C)c1cc(C(=O)Nc2cccc(OCc3cncc(Br)c3)c2)ccc1O. As a reaction SMILES: [Br:1][c:2]1[cH:3][c:4]([CH2:8][O:9][c:10]2[cH:11][c:12]([NH:16][C:17]([c:18]3[cH:19][c:20]([C:32]([CH3:33])([CH3:34])[CH3:35])[c:21]([O:24][Si:25]([C:26]([CH3:27])([CH3:28])[CH3:29])([CH3:30])[CH3:31])[cH:22][cH:23]3)=[O:36])[cH:13][cH:14][cH:15]2)[cH:5][n:6][cH:7]1.[CH2:55]1[O:56][CH2:57][CH2:58][CH2:59]1.[CH3:38][CH2:39][CH2:40][CH2:41][N+:42]([CH2:43][CH2:44][CH2:45][CH3:46])([CH2:47][CH2:48][CH2:49][CH3:50])[CH2:51][CH2:52][CH2:53][CH3:54].[F-:37]>>[Br:1][c:2]1[cH:3][c:4]([CH2:8][O:9][c:10]2[cH:11][c:12]([NH:16][C:17]([c:18]3[cH:19][c:20]([C:32]([CH3:33])([CH3:34])[CH3:35])[c:21]([OH:24])[cH:22][cH:23]3)=[O:36])[cH:13][cH:14][cH:15]2)[cH:5][n:6][cH:7]1. The reactants are C(C)(=O)Cl (acetyl chloride), O1CCCC1 (tetrahydrofuran), FC(C(=O)O)(F)F.NCC1=CC=CC(=N1)C=1SC2=C(C(N1)=O)C=CC=C2 (2-[6-(Aminomethyl)-2-pyridyl]-4H-1,3-benzothiazine-4-one trifluoroacetic acid salt), C(C)(=O)OCC (ethyl acetate). Solvent: CN(C(C)=O)C (N,N-dimethylacetamide), O (water). Run at temperature 60 celsius, time 3 hour. The product is O=C1N=C(SC2=C1C=CC=C2)C2=CC=CC(=N2)CNC(C)=O (N-[[6-(4-Oxo-4H-1,3-benzothiazin-2-yl)-2-pyridyl]methyl]ace tamide). The yield is 28.6%. As a reaction SMILES: F[C:2](F)(F)[C:3]([OH:5])=O.[NH2:8][CH2:9][C:10]1[N:15]=[C:14]([C:16]2[S:17][C:18]3[CH:26]=[CH:25][CH:24]=[CH:23][C:19]=3[C:20](=[O:22])[N:21]=2)[CH:13]=[CH:12][CH:11]=1.C(Cl)(=O)C.C(OCC)(=O)C.O1CCCC1>CN(C)C(=O)C.O>[O:22]=[C:20]1[C:19]2[CH:23]=[CH:24][CH:25]=[CH:26][C:18]=2[S:17][C:16]([C:14]2[N:15]=[C:10]([CH2:9][NH:8][C:3](=[O:5])[CH3:2])[CH:11]=[CH:12][CH:13]=2)=[N:21]1 |f:0.1|. Procedure: 2-[6-(Aminomethyl)-2-pyridyl]-4H-1,3-benzothiazine-4-one trifluoroacetic acid salt (350 mg, 0.91 mmol) was dissolved in N,N-dimethylacetamide (10 ml), and acetyl chloride (150 mg, 1.91 mmol) was added thereto. The reaction mixture was stirred at 60° C. for 3 hrs and combined with ethyl acetate, tetrahydrofuran and water. The organic layer was washed with saturated brine and dried over anhydrous magnesium sulfate. The solvent was evaporated, and the residue was subjected to a silica gel column ch...